This data is from the Open Reaction Database (ORD), a public repository of structured organic reaction records. The task is: describe an organic reaction: reactants, conditions, products, and yield Reactants: BrC=1C(=NC=2N(C1N)N=CC2C=2C=NC(=CC2)C2=CC=CC=C2)OC2CCNCC2 (6-bromo-3-(6-phenylpyridin-3-yl)-5-(piperidin-4-yloxy)pyrazolo[1,5-a]pyrimidin-7-amine), C([C@H](O)C)(=O)O (D-(−)-lactic acid), C=1C=CC2=C(C1)N=NN2O (HOBt), CCN(C(C)C)C(C)C (DIEA). Run in CN(C)C=O (DMF), C(CCl)Cl (EDC). Conditions: time 2 hour. Product: NC1=C(C(=NC=2N1N=CC2C=2C=NC(=CC2)C2=CC=CC=C2)OC2CCN(CC2)C([C@@H](C)O)=O)Br ((R)-1-(4-(7-amino-6-bromo-3-(6-phenylpyridin-3-yl)pyrazolo[1,5-a]pyrimidin-5-yloxy)piperidin-1-yl)-2-hydroxypropan-1-one). Reaction SMILES: [Br:1][C:2]1[C:3]([O:24][CH:25]2[CH2:30][CH2:29][NH:28][CH2:27][CH2:26]2)=[N:4][C:5]2[N:6]([N:9]=[CH:10][C:11]=2[C:12]2[CH:13]=[N:14][C:15]([C:18]3[CH:23]=[CH:22][CH:21]=[CH:20][CH:19]=3)=[CH:16][CH:17]=2)[C:7]=1[NH2:8].[C:31](O)(=[O:35])[C@@H:32]([CH3:34])[OH:33].C1C=CC2N(O)N=NC=2C=1.CCN(C(C)C)C(C)C>CN(C=O)C.C(Cl)CCl>[NH2:8][C:7]1[N:6]2[N:9]=[CH:10][C:11]([C:12]3[CH:13]=[N:14][C:15]([C:18]4[CH:23]=[CH:22][CH:21]=[CH:20][CH:19]=4)=[CH:16][CH:17]=3)=[C:5]2[N:4]=[C:3]([O:24][CH:25]2[CH2:30][CH2:29][N:28]([C:31](=[O:35])[C@H:32]([OH:33])[CH3:34])[CH2:27][CH2:26]2)[C:2]=1[Br:1]. Procedure: A mixture of the crude 6-bromo-3-(6-phenylpyridin-3-yl)-5-(piperidin-4-yloxy)pyrazolo[1,5-a]pyrimidin-7-amine, D-(−)-lactic acid (18.5 mg, 0.20 mmoL), EDC (78.7 mg, 0.41 mmoL), HOBt (27.7 mg, 0.20 mmoL) and DIEA (238 uL, 1.37 mmoL) in DMF (4 mL) was stirred at room temperature for 2 hr. Purification with prep-LC provided (R)-1-(4-(7-amino-6-bromo-3-(6-phenylpyridin-3-yl)pyrazolo[1,5-a]pyrimidin-5-yloxy)piperidin-1-yl)-2-hydroxypropan-1-one, LCMS tR=4.39 Min (10 min run, UV254nm). Mass calculated...